Dataset: the Open Reaction Database (ORD), a public repository of structured organic reaction records. Task: describe an organic reaction: reactants, conditions, products, and yield Starting materials: OC=1C=C(C(C(=O)OCC)O)C=CC1 (ethyl 3-hydroxymandelate), BrCCCBr (1,3-dibromopropane), C([O-])([O-])=O.[K+].[K+] (potassium carbonate). The solvent is CN(C)C=O (DMF). Product: BrCCCOC=1C=C(C(C(=O)OCC)O)C=CC1 (ethyl 3-(3-bromopropoxy)mandelate). Reaction SMILES: [OH:1][C:2]1[CH:3]=[C:4]([CH:12]=[CH:13][CH:14]=1)[CH:5]([OH:11])[C:6]([O:8][CH2:9][CH3:10])=[O:7].[Br:15][CH2:16][CH2:17][CH2:18]Br.C(=O)([O-])[O-].[K+].[K+]>CN(C=O)C>[Br:15][CH2:16][CH2:17][CH2:18][O:1][C:2]1[CH:3]=[C:4]([CH:12]=[CH:13][CH:14]=1)[CH:5]([OH:11])[C:6]([O:8][CH2:9][CH3:10])=[O:7] |f:2.3.4|. Procedure details: A solution of ethyl 3-hydroxymandelate (10.0 g), 1,3-dibromopropane (41.16 g) and potassium carbonate (8.08 g) in dry DMF (150 mL) was stirred at 40° C. overnight. The reaction mixture was partitioned between ethyl acetate and 1.0 N HCl. The organic layer was washed twice with water, once with brine and then dried over sodium sulfate. The organic layer was then filtered and the solvent removed in vacuo. The resulting oil was chromatographed on silica gel, using a gradient of 100% hexane to methy... Reactants: solution, BrC=1SC(=CC1)C (2-bromo-5-methylthiophene), Mg, [NH4+].[Cl-] (NH4Cl), [Mg] (magnesium), C(=O)[C@H]1[C@H](CC(N1C)=O)C1=CC=CC=C1 ((±)-(4R*,5R*)-5-formyl-1-methyl-4-phenylpyrrolidin-2-one), C(=O)[C@H]1[C@H](CC(N1C)=O)C1=CC=CC=C1 ((±)-(4R*,5R*)-5-formyl-1-methyl-4-phenylpyrrolidin-2-one), Grignard reagent. Run in C1CCOC1 (THF), C1CCOC1 (THF). The product is O[C@@H]([C@H]1[C@H](CC(N1C)=O)C1=CC=CC=C1)C=1SC(=CC1)C ((±)-(4R*,5R*)-5-[(1S*)-hydroxy(5-methyl(2-thienyl))methyl]-1-methyl-4-phenylpyrrolidin-2-one). The yield is 51.8%. Reaction SMILES: Br[C:2]1[S:3][C:4]([CH3:7])=[CH:5][CH:6]=1.[Mg].[CH:9]([C@@H:11]1[N:15]([CH3:16])[C:14](=[O:17])[CH2:13][C@@H:12]1[C:18]1[CH:23]=[CH:22][CH:21]=[CH:20][CH:19]=1)=[O:10].[NH4+].[Cl-]>C1COCC1>[OH:10][C@H:9]([C:2]1[S:3][C:4]([CH3:7])=[CH:5][CH:6]=1)[C@@H:11]1[N:15]([CH3:16])[C:14](=[O:17])[CH2:13][C@@H:12]1[C:18]1[CH:23]=[CH:22][CH:21]=[CH:20][CH:19]=1 |f:3.4|. Procedure details: A portion (1 mL) of a solution of 2-bromo-5-methylthiophene (0.56 mL, 5.5 mmol) in THF (20 mL) was added to Mg turnings (135 mg, 5.5 mmol). The mixture was gently heated until the magnesium started to be consumed. The remaining thiophene solution was added in 1 mL increments to maintain a constant gentle reflux. After the addition was complete, the solution was heated at the reflux temperature for 3 min, then was allowed to cool to room temperature. To a −78° C. solution of (±)-(4R*,5R*)-5-formy...